From a dataset of the Open Reaction Database (ORD), a public repository of structured organic reaction records. describe an organic reaction: reactants, conditions, products, and yield Reactants: CN(N)C(=S)NC (2,4-dimethylthiosemicarbazide), N1=CC=CC=C1 (pyridine), C1=C(C=CC2=CC=CC=C12)C(=O)Cl (2-naphthoyl chloride), 1031. The solvent is O (H2O). Product: C1=C(C=CC2=CC=CC=C12)C(=O)NN(C(=S)NC)C (1-(2-NAPHTHOYL)-2,4-DIMETHYLTHIOSEMICARBAZIDE). Reaction SMILES: [CH3:1][N:2]([C:4]([NH:6][CH3:7])=[S:5])[NH2:3].N1C=CC=CC=1.[CH:14]1[C:23]2[C:18](=[CH:19][CH:20]=[CH:21][CH:22]=2)[CH:17]=[CH:16][C:15]=1[C:24](Cl)=[O:25]>O>[CH:14]1[C:23]2[C:18](=[CH:19][CH:20]=[CH:21][CH:22]=2)[CH:17]=[CH:16][C:15]=1[C:24]([NH:3][N:2]([CH3:1])[C:4]([NH:6][CH3:7])=[S:5])=[O:25]. Reported procedure: To a stirred solution of 2,4-dimethylthiosemicarbazide (2.39 g, 2.00×10-2 mole) and pyridine (20 ml) was added dropwise 2-naphthoyl chloride. (3.89 g, 2.04×1031 2 mole) After stirring at room temperature for 48 hours the reaction was evaporated to dryness, affording a beige solid which was treated with H2O (100 ml). Filtration of the aqueous mixture gave the desired compound as a beige product, 5.47 g (100%). If pure 1-(2-naphthoyl)-2,4dimethylthiosemicarbazide is desired, the crude product is p... Starting materials: O=[N+]([O-])c1ccc2oc(-c3ccc(CBr)s3)nc2c1, CN1CCNCC1, CCO, c1ccccc1. Yields the product CN1CCN(Cc2ccc(-c3nc4cc([N+](=O)[O-])ccc4o3)s2)CC1. RXN SMILES: [Br:1][CH2:2][c:3]1[cH:4][cH:5][c:6](-[c:8]2[o:9][c:10]3[c:11]([n:12]2)[cH:13][c:14]([N+:17](=[O:18])[O-:19])[cH:15][cH:16]3)[s:7]1.[CH3:20][N:21]1[CH2:22][CH2:23][NH:24][CH2:25][CH2:26]1.[CH3:27][CH2:28][OH:29].[cH:30]1[cH:31][cH:32][cH:33][cH:34][cH:35]1>>[CH2:2]([c:3]1[cH:4][cH:5][c:6](-[c:8]2[o:9][c:10]3[c:11]([n:12]2)[cH:13][c:14]([N+:17](=[O:18])[O-:19])[cH:15][cH:16]3)[s:7]1)[N:24]1[CH2:23][CH2:22][N:21]([CH3:20])[CH2:26][CH2:25]1. Starting materials: Cc1oc(-c2ccccc2)nc1COc1ccc(CON)cc1, CC(=O)O, CC(=O)[O-], CCO, [Na+], CCOC(=O)CCCCCCC(=O)c1ccccc1, O. The product is CCOC(=O)CCCCCCC(=NOCc1ccc(OCc2nc(-c3ccccc3)oc2C)cc1)c1ccccc1. Reaction SMILES: [CH3:1][c:2]1[c:3]([CH2:13][O:14][c:15]2[cH:16][cH:17][c:18]([CH2:19][O:20][NH2:21])[cH:22][cH:23]2)[n:4][c:5](-[c:7]2[cH:8][cH:9][cH:10][cH:11][cH:12]2)[o:6]1.[CH3:43][C:44](=[O:45])[OH:46].[CH3:48][C:49](=[O:50])[O-:51].[CH3:53][CH2:54][OH:55].[Na+:47].[O:24]=[C:25]([CH2:26][CH2:27][CH2:28][CH2:29][CH2:30][CH2:31][C:32](=[O:33])[O:34][CH2:35][CH3:36])[c:37]1[cH:38][cH:39][cH:40][cH:41][cH:42]1.[OH2:52]>>[CH3:1][c:2]1[c:3]([CH2:13][O:14][c:15]2[cH:16][cH:17][c:18]([CH2:19][O:20][N:21]=[C:25]([CH2:26][CH2:27][CH2:28][CH2:29][CH2:30][CH2:31][C:32](=[O:33])[O:34][CH2:35][CH3:36])[c:37]3[cH:38][cH:39][cH:40][cH:41][cH:42]3)[cH:22][cH:23]2)[n:4][c:5](-[c:7]2[cH:8][cH:9][cH:10][cH:11][cH:12]2)[o:6]1. The reactants are Cc1cc(Br)cc2c1C(=O)N(Cc1ccc(OC(F)(F)F)cc1)C2, C#CCN(C)C, I[Cu]I, Cl[Pd]Cl, c1ccc(P(c2ccccc2)c2ccccc2)cc1, c1ccc(P(c2ccccc2)c2ccccc2)cc1. Yields the product Cc1cc(C#CCN(C)C)cc2c1C(=O)N(Cc1ccc(OC(F)(F)F)cc1)C2. Reaction SMILES: [Br:1][c:2]1[cH:3][c:4]2[c:8]([c:9]([CH3:11])[cH:10]1)[C:7](=[O:12])[N:6]([CH2:13][c:14]1[cH:15][cH:16][c:17]([O:20][C:21]([F:22])([F:23])[F:24])[cH:18][cH:19]1)[CH2:5]2.[CH3:25][N:26]([CH2:27][C:28]#[CH:29])[CH3:30].[Cu:72]([I:73])[I:74].[Pd:31]([Cl:32])[Cl:33].[c:34]1([P:35]([c:36]2[cH:37][cH:38][cH:39][cH:40][cH:41]2)[c:42]2[cH:43][cH:44][cH:45][cH:46][cH:47]2)[cH:48][cH:49][cH:50][cH:51][cH:52]1.[c:53]1([P:54]([c:55]2[cH:56][cH:57][cH:58][cH:59][cH:60]2)[c:61]2[cH:62][cH:63][cH:64][cH:65][cH:66]2)[cH:67][cH:68][cH:69][cH:70][cH:71]1>>[c:2]1([C:29]#[C:28][CH2:27][N:26]([CH3:25])[CH3:30])[cH:3][c:4]2[c:8]([c:9]([CH3:11])[cH:10]1)[C:7](=[O:12])[N:6]([CH2:13][c:14]1[cH:15][cH:16][c:17]([O:20][C:21]([F:22])([F:23])[F:24])[cH:18][cH:19]1)[CH2:5]2.